Task: describe an organic reaction: reactants, conditions, products, and yield. Dataset: the Open Reaction Database (ORD), a public repository of structured organic reaction records Reactants: C(C=C)(=O)OCCOC(C=C)=O (ethylene diacrylate), C1(\C=C/C(=O)O1)=O (maleic anhydride). The product is C=C.C(C=C)(=O)OCC.C(C=C)(=O)OCCOC(C=C)=O.C1(\C=C/C(=O)O1)=O (Ethylene/Ethyl Acrylate Ethylene Diacrylate Maleic Anhydride). RXN SMILES: [C:1]([O:5][CH2:6][CH2:7][O:8][C:9](=[O:12])[CH:10]=[CH2:11])(=[O:4])[CH:2]=[CH2:3].[C:13]1(=[O:19])[O:18][C:16](=[O:17])[CH:15]=[CH:14]1>>[CH2:1]=[CH2:2].[C:1]([O:5][CH2:6][CH3:7])(=[O:4])[CH:2]=[CH2:3].[C:1]([O:5][CH2:6][CH2:7][O:8][C:9](=[O:12])[CH:10]=[CH2:11])(=[O:4])[CH:2]=[CH2:3].[C:16]1(=[O:17])[O:18][C:13](=[O:19])[CH:14]=[CH:15]1 |f:2.3.4.5|. Procedure: The procedure of Part D(1) was repeated except that 0.75 gram of ethylene diacrylate was used in place of allyl acrylate. Yield: 476 grams. 2.3 weight percent of maleic anhydride was present. Reactants: COC=1C=C(C=CC1OC)C=1C=NC=C(C#N)C1Cl (5-(3,4-dimethoxyphenyl)-4-chloronicotinonitrile), CC1=C2C=CNC2=C(C=C1)N (4-methyl-7-aminoindole), [NH4+].[OH-] (NH4OH). The solvent is C(C)O (ethanol). Product: COC=1C=C(C=CC1OC)C=1C=NC=C(C#N)C1NC=1C=CC(=C2C=CNC12)C (5-(3,4-dimethoxyphenyl)-4-[(4-methyl-1H-indol-7-yl)amino]nicotinonitrile). The yield is 28.4%. RXN SMILES: [CH3:1][O:2][C:3]1[CH:4]=[C:5]([C:11]2[CH:12]=[N:13][CH:14]=[C:15]([C:18]=2Cl)[C:16]#[N:17])[CH:6]=[CH:7][C:8]=1[O:9][CH3:10].[CH3:20][C:21]1[CH:29]=[CH:28][C:27]([NH2:30])=[C:26]2[C:22]=1[CH:23]=[CH:24][NH:25]2.[NH4+].[OH-]>C(O)C>[CH3:1][O:2][C:3]1[CH:4]=[C:5]([C:11]2[CH:12]=[N:13][CH:14]=[C:15]([C:18]=2[NH:30][C:27]2[CH:28]=[CH:29][C:21]([CH3:20])=[C:22]3[C:26]=2[NH:25][CH:24]=[CH:23]3)[C:16]#[N:17])[CH:6]=[CH:7][C:8]=1[O:9][CH3:10] |f:2.3|. Procedure details: A solution of 5-(3,4-dimethoxyphenyl)-4-chloronicotinonitrile (120 mg, 0.44 mmol) and 4-methyl-7-aminoindole (77.8 mg, 0.52 mmol) in ethanol (2.5 mL) was heated at the reflux temperature for 24 h and cooled to room temperature. The reaction mixture was treated with aqueous NH4OH and concentrated in vacuo, and the residue was purified by flash column chromatography (ethyl acetate/CH2Cl2 5% to 25%) to provide a 48 mg (29%) of 5-(3,4-dimethoxyphenyl)-4-[(4-methyl-1H-indol-7-yl)amino]nicotinonitrile... Starting materials: COC=1C=C(C=CC1OC)C[C@H](C)N ((S)-1-(3,4-dimethoxyphenyl)-2-aminopropane), COC=1C=C(C=CC1OC)C[C@@H](C)N ((R)-1-(3,4-dimethoxyphenyl)-2-aminopropane), C1(=CC=CC=C1)CC(C)=O (1-phenylpropan-2-one), ( R )-, (S)-α-phenethylamine, [H][H] (hydrogen). Reagents/catalysts: [Ni] (Raney nickel). The product is COC=1C=C(C=CC1OC)CC(C)NC(C)C1=CC=CC=C1 (1-[1-(3,4-dimethoxyphenyl)prop-2-ylamino]1-phenylethane). As a reaction SMILES: [CH3:1][O:2][C:3]1[CH:4]=[C:5]([CH2:11][C@@H:12]([NH2:14])[CH3:13])[CH:6]=[CH:7][C:8]=1[O:9][CH3:10].CO[C:17]1[CH:18]=[C:19]([CH2:25][C@H:26](N)C)[CH:20]=[CH:21][C:22]=1OC.C1(CC(=O)C)C=CC=CC=1.[H][H]>[Ni]>[CH3:1][O:2][C:3]1[CH:4]=[C:5]([CH2:11][CH:12]([NH:14][CH:25]([C:19]2[CH:20]=[CH:21][CH:22]=[CH:17][CH:18]=2)[CH3:26])[CH3:13])[CH:6]=[CH:7][C:8]=1[O:9][CH3:10]. Procedure details: Weinges et al., Chem. Z., 94, 728 (1970), reported on a stereospecific synthesis of (S)-1-(3,4-dimethoxyphenyl)-2-aminopropane and (R)-1-(3,4-dimethoxyphenyl)-2-aminopropane in which initial reductive amination of the achiral 1-phenylpropan-2-one with either (R)- or (S)-α-phenethylamine in the presence of hydrogen and Raney nickel under high pressure produced 1-[1-(3,4-dimethoxyphenyl)prop-2-ylamino]1-phenylethane. Hydrogenolysis of this product then yielded (S)-1-(3,4-dimethoxyphenyl)-2-aminopr... Starting materials: C#CCCl, C1CCNCC1, CO. The product is C#CCN1CCCCC1. RXN SMILES: [CH2:1]([C:2]#[CH:3])[Cl:4].[CH2:5]1[CH2:6][CH2:7][NH:8][CH2:9][CH2:10]1.[CH3:11][OH:12]>>[CH2:1]([C:2]#[CH:3])[N:8]1[CH2:7][CH2:6][CH2:5][CH2:10][CH2:9]1. Reactants: [Br-], CCOCC, C1CCOC1, COc1ccccc1CNc1ccc2c(C#N)cccc2n1, Cl, Fc1ccc([Mg+])cc1, [Na+], [OH-]. Product: COc1ccccc1CNc1ccc2c(C(=N)c3ccc(F)cc3)cccc2n1. As a reaction SMILES: [Br-:23].[CH2:35]([O:36][CH2:37][CH3:38])[CH3:39].[CH2:40]1[O:41][CH2:42][CH2:43][CH2:44]1.[CH3:1][O:2][c:3]1[c:4]([CH2:5][NH:6][c:7]2[n:8][c:9]3[cH:10][cH:11][cH:12][c:13]([C:17]#[N:18])[c:14]3[cH:15][cH:16]2)[cH:19][cH:20][cH:21][cH:22]1.[ClH:32].[F:24][c:25]1[cH:26][cH:27][c:28]([Mg+:31])[cH:29][cH:30]1.[Na+:34].[OH-:33]>>[CH3:1][O:2][c:3]1[c:4]([CH2:5][NH:6][c:7]2[n:8][c:9]3[cH:10][cH:11][cH:12][c:13]([C:17](=[NH:18])[c:28]4[cH:27][cH:26][c:25]([F:24])[cH:30][cH:29]4)[c:14]3[cH:15][cH:16]2)[cH:19][cH:20][cH:21][cH:22]1. The reactants are Cc1cccc(C(=O)Nc2ccc(Cl)c(C(=O)O)c2)c1, CN1CCOCC1, COc1nc(Cl)nc(OC)n1, ClCCl, Nc1cnc(Nc2ccc(S(=O)(=O)CCCN3CCCC3)cc2)nc1, CN(C)C=O. Product: Cc1cccc(C(=O)Nc2ccc(Cl)c(C(=O)Nc3cnc(Nc4ccc(S(=O)(=O)CCCN5CCCC5)cc4)nc3)c2)c1. RXN SMILES: [CH3:1][c:2]1[cH:3][c:4]([C:5](=[O:6])[NH:7][c:8]2[cH:9][cH:10][c:11]([Cl:17])[c:12]([C:13](=[O:14])[OH:15])[cH:16]2)[cH:18][cH:19][cH:20]1.[CH3:32][N:33]1[CH2:34][CH2:35][O:36][CH2:37][CH2:38]1.[Cl:21][c:22]1[n:23][c:24]([O:25][CH3:26])[n:27][c:28]([O:29][CH3:30])[n:31]1.[Cl:64][CH2:65][Cl:66].[N:39]1([CH2:44][CH2:45][CH2:46][S:47](=[O:48])(=[O:49])[c:50]2[cH:51][cH:52][c:53]([NH:56][c:57]3[n:58][cH:59][c:60]([NH2:63])[cH:61][n:62]3)[cH:54][cH:55]2)[CH2:40][CH2:41][CH2:42][CH2:43]1.[O:67]=[CH:68][N:69]([CH3:70])[CH3:71]>>[CH3:1][c:2]1[cH:3][c:4]([C:5](=[O:6])[NH:7][c:8]2[cH:9][cH:10][c:11]([Cl:17])[c:12]([C:13](=[O:15])[NH:63][c:60]3[cH:59][n:58][c:57]([NH:56][c:53]4[cH:52][cH:51][c:50]([S:47]([CH2:46][CH2:45][CH2:44][N:39]5[CH2:40][CH2:41][CH2:42][CH2:43]5)(=[O:48])=[O:49])[cH:55][cH:54]4)[n:62][cH:61]3)[cH:16]2)[cH:18][cH:19][cH:20]1. Starting materials: N[C@H]1[C@@H]([C@@H]([C@H](C1)OCCO)O)O ((1S,2S,3R,5S)-3-amino-5-(2-hydroxyethoxy)cyclopentane-1,2-diol), ClC1=NC(=NC(=C1N)Cl)SCCC (4,6-dichloro-2-(propylthio)pyrimidin-5-amine), N(CCO)(CCO)CCO (triethanolamine), N(=O)[O-].[Na+] (sodium nitrite). The solvent is C(C)(=O)OCC (ethyl acetate), C(C)(=O)O (acetic acid). Conditions: temperature 90 celsius, time 24 hour. Yields the product ClC=1C2=C(N=C(N1)SCCC)N(N=N2)[C@H]2[C@@H]([C@@H]([C@H](C2)OCCO)O)O ((1S,2S,3R,5S)-3-(7-chloro-5-(propylthio)-3H-[1,2,3]triazolo[4,5-d]pyrimidin-3-yl)-5-(2-hydroxyethoxy)cyclopentane-1,2-diol). Isolated yield 82.6%. As a reaction SMILES: [NH2:1][C@@H:2]1[CH2:6][C@H:5]([O:7][CH2:8][CH2:9][OH:10])[C@@H:4]([OH:11])[C@H:3]1[OH:12].[Cl:13][C:14]1[C:19]([NH2:20])=[C:18](Cl)[N:17]=[C:16]([S:22][CH2:23][CH2:24][CH3:25])[N:15]=1.[N:26](CCO)(CCO)CCO.N([O-])=O.[Na+]>C(OCC)(=O)C.C(O)(=O)C>[Cl:13][C:14]1[C:19]2[N:20]=[N:26][N:1]([C@@H:2]3[CH2:6][C@H:5]([O:7][CH2:8][CH2:9][OH:10])[C@@H:4]([OH:11])[C@H:3]3[OH:12])[C:18]=2[N:17]=[C:16]([S:22][CH2:23][CH2:24][CH3:25])[N:15]=1 |f:3.4|. Procedure: A mixture of (1S,2S,3R,5S)-3-amino-5-(2-hydroxyethoxy)cyclopentane-1,2-diol (OLA; 0.89 g, 5 mmol), 4,6-dichloro-2-(propylthio)pyrimidin-5-amine (CLINA; 1.19 g, 5 mmol) and triethanolamine (1.49 g, 10 mmol) was stirred neat for 24 h at 90° C. After cooling to ambient temperature, the viscous reaction mixture was dissolved by the addition of acetic acid (3 mL). While maintaining the reaction temperature at 15-20° C. there was added sodium nitrite (0.38 g, 5.5 mmol) and the reaction mixture left st...